This data is from the Open Reaction Database (ORD), a public repository of structured organic reaction records. The task is: describe an organic reaction: reactants, conditions, products, and yield Reactants: O=Cc1cc(Br)ccc1OCc1ccccc1, Cc1ccccc1, O, OCCO, Cc1ccc(S(=O)(=O)O)cc1. Yields the product Brc1ccc(OCc2ccccc2)c(C2OCCO2)c1. RXN SMILES: [Br:1][c:2]1[cH:3][cH:4][c:5]([O:10][CH2:11][c:12]2[cH:13][cH:14][cH:15][cH:16][cH:17]2)[c:6]([CH:7]=[O:8])[cH:9]1.[CH3:34][c:35]1[cH:36][cH:37][cH:38][cH:39][cH:40]1.[OH2:33].[OH:18][CH2:19][CH2:20][OH:21].[c:22]1([CH3:23])[cH:24][cH:25][c:26]([S:27]([OH:28])(=[O:29])=[O:30])[cH:31][cH:32]1>>[Br:1][c:2]1[cH:3][cH:4][c:5]([O:10][CH2:11][c:12]2[cH:13][cH:14][cH:15][cH:16][cH:17]2)[c:6]([CH:7]2[O:8][CH2:20][CH2:19][O:18]2)[cH:9]1. The reactants are N#CCCC1(C#N)CC2C=CC1CC2, CO, [Pd]. Product: N#CCCC1(C#N)CC2CCC1CC2. Reaction SMILES: [C:1](#[N:2])[C:3]1([CH2:11][CH2:12][C:13]#[N:14])[CH:4]2[CH:5]=[CH:6][CH:7]([CH2:8]1)[CH2:9][CH2:10]2.[CH3:15][OH:16].[Pd:17]>>[C:1](#[N:2])[C:3]1([CH2:11][CH2:12][C:13]#[N:14])[CH:4]2[CH2:5][CH2:6][CH:7]([CH2:8]1)[CH2:9][CH2:10]2. Starting materials: C(C)(=O)OCCC1=NC=CC=C1[N+](=O)[O-] (2-(3-nitro-2-pyridyl)ethyl acetate), O.O.[Sn](Cl)Cl (tin(II)chloride dihydrate). The solvent is C(C)(=O)OCC (ethyl acetate). Product: N1C(CC2=NC=CC=C12)=O (4-azaoxindole). The yield is 32.6%. Reaction SMILES: C([O:4][CH2:5][CH2:6][C:7]1[C:12]([N+:13]([O-])=O)=[CH:11][CH:10]=[CH:9][N:8]=1)(=O)C.O.O.[Sn](Cl)Cl>C(OCC)(=O)C>[NH:13]1[C:12]2[C:7](=[N:8][CH:9]=[CH:10][CH:11]=2)[CH2:6][C:5]1=[O:4] |f:1.2.3|. Procedure: A mixture of 2-(3-nitro-2-pyridyl)ethyl acetate (10.1, 48 mmol), tin(II)chloride dihydrate (54.3 g, 240 mmol) and ethyl acetate was stirred and heated at reflux for 5 hours. The reaction mixture was allowed to cool overnight, filtered through diatomaceous earth and the solvent was removed by evaporation. The resulting oil was purified by flash chromatography using increasingly polar solvent mixtures starting with methylene chloride and ending with methylene chloride/methanol (10/1). Removal of t... Starting materials: O=C1CCC(=O)N1Br, Nc1ccc(C(=O)O)cc1, CN(C)C=O, O. Yields the product Nc1ccc(C(=O)O)cc1Br. RXN SMILES: [Br:11][N:12]1[C:13](=[O:14])[CH2:15][CH2:16][C:17]1=[O:18].[NH2:1][c:2]1[cH:3][cH:4][c:5]([C:6](=[O:7])[OH:8])[cH:9][cH:10]1.[O:20]=[CH:21][N:22]([CH3:23])[CH3:24].[OH2:19]>>[NH2:1][c:2]1[c:3]([Br:11])[cH:4][c:5]([C:6](=[O:7])[OH:8])[cH:9][cH:10]1. Starting materials: C(C(=O)Cl)(=O)Cl (Oxalyl chloride), CC=1C=C(C(=O)O)C=CC1N1CCCCC1 (3-Methyl-4-piperidin-1-ylbenzoic acid), ON=C(N)C1=C(C=CC=C1)OC(F)(F)F (N′-Hydroxy-2-(trifluoromethoxy)benzenecarboximidamide), CCN(C(C)C)C(C)C (DIEA). The product is CC1=C(C=CC(=C1)C1=NC(=NO1)C1=C(C=CC=C1)OC(F)(F)F)N1CCCCC1 (1-(2-methyl-4-{3-[2-(trifluoromethoxy)phenyl]-1,2,4-oxadiazol-5-yl}phenyl)piperidine). RXN SMILES: C(Cl)(=O)C(Cl)=O.[CH3:7][C:8]1[CH:9]=[C:10]([CH:14]=[CH:15][C:16]=1[N:17]1[CH2:22][CH2:21][CH2:20][CH2:19][CH2:18]1)[C:11]([OH:13])=O.O[N:24]=[C:25]([C:27]1[CH:32]=[CH:31][CH:30]=[CH:29][C:28]=1[O:33][C:34]([F:37])([F:36])[F:35])[NH2:26].CCN(C(C)C)C(C)C>>[CH3:7][C:8]1[CH:9]=[C:10]([C:11]2[O:13][N:26]=[C:25]([C:27]3[CH:32]=[CH:31][CH:30]=[CH:29][C:28]=3[O:33][C:34]([F:35])([F:36])[F:37])[N:24]=2)[CH:14]=[CH:15][C:16]=1[N:17]1[CH2:22][CH2:21][CH2:20][CH2:19][CH2:18]1. Procedure: Oxalyl chloride (139 μL; 1.64 mmol; 3 eq.), Intermediate 33 (120 mg; 0.55 mmol; 1 eq.), Intermediate 2 (120 mg; 0.55 mmol, 1 eq.) and DIEA (283 μL; 1.64 mmol; 3 eq.) were reacted according to general procedure 2. Purification by column chromatography c-hexane/ethyl acetate, 95/5) afforded the title compound as a yellow oil.